Dataset: the Open Reaction Database (ORD), a public repository of structured organic reaction records. Task: describe an organic reaction: reactants, conditions, products, and yield The reactants are Cc1cc(C)c(B(c2cc(B(c3c(C)cc(C)cc3C)c3c(C)cc(C)cc3C)cc([Si](C)(C)C)c2)c2c(C)cc(C)cc2C)c(C)c1, Cc1cc(C)c(B(F)c2c(C)cc(C)cc2C)c(C)c1. RXN SMILES: [c:1]1([CH3:48])[c:2]([B:9]([c:10]2[cH:11][c:12]([Si:35]([CH3:36])([CH3:37])[CH3:38])[cH:13][c:14]([B:16]([c:17]3[c:18]([CH3:25])[cH:19][c:20]([CH3:24])[cH:21][c:22]3[CH3:23])[c:26]3[c:27]([CH3:34])[cH:28][c:29]([CH3:33])[cH:30][c:31]3[CH3:32])[cH:15]2)[c:39]2[c:40]([CH3:47])[cH:41][c:42]([CH3:46])[cH:43][c:44]2[CH3:45])[c:3]([CH3:8])[cH:4][c:5]([CH3:7])[cH:6]1.[c:49]1([CH3:68])[c:50]([B:57]([F:58])[c:59]2[c:60]([CH3:67])[cH:61][c:62]([CH3:66])[cH:63][c:64]2[CH3:65])[c:51]([CH3:56])[cH:52][c:53]([CH3:55])[cH:54]1>>[c:1]1([CH3:48])[c:2]([B:9]([c:10]2[cH:11][c:12]([B:57]([c:50]3[c:49]([CH3:68])[cH:54][c:53]([CH3:55])[cH:52][c:51]3[CH3:56])[c:59]3[c:60]([CH3:67])[cH:61][c:62]([CH3:66])[cH:63][c:64]3[CH3:65])[cH:13][c:14]([B:16]([c:17]3[c:18]([CH3:25])[cH:19][c:20]([CH3:24])[cH:21][c:22]3[CH3:23])[c:26]3[c:27]([CH3:34])[cH:28][c:29]([CH3:33])[cH:30][c:31]3[CH3:32])[cH:15]2)[c:39]2[c:40]([CH3:47])[cH:41][c:42]([CH3:46])[cH:43][c:44]2[CH3:45])[c:3]([CH3:8])[cH:4][c:5]([CH3:7])[cH:6]1. Product: Cc1cc(C)c(B(c2cc(B(c3c(C)cc(C)cc3C)c3c(C)cc(C)cc3C)cc(B(c3c(C)cc(C)cc3C)c3c(C)cc(C)cc3C)c2)c2c(C)cc(C)cc2C)c(C)c1. Reactants: ClC1=C(C(N)=NO)C=CC=C1 (2-chlorobenzamidoxime), ClC1=C(C(=O)Cl)C=CC=C1 (2-Chlorobenzoyl chloride), B(F)(F)F.CCOCC (boron trifluoride etherate). The solvent is ClCCl (dichloromethane), O1CCOCC1 (dioxan). Yields the product ClC1=C(C=CC=C1)C1=NOC(=N1)C1=C(C=CC=C1)Cl (3,5-Bis(2-chlorophenyl)-1,2,4-oxadiazole). Isolated yield 53.9%. Reaction SMILES: [Cl:1][C:2]1[CH:10]=[CH:9][CH:8]=[CH:7][C:3]=1[C:4](Cl)=[O:5].[Cl:11][C:12]1[CH:21]=[CH:20][CH:19]=[CH:18][C:13]=1[C:14](=[N:16]O)[NH2:15].B(F)(F)F.CCOCC>O1CCOCC1.ClCCl>[Cl:11][C:12]1[CH:21]=[CH:20][CH:19]=[CH:18][C:13]=1[C:14]1[N:16]=[C:4]([C:3]2[CH:7]=[CH:8][CH:9]=[CH:10][C:2]=2[Cl:1])[O:5][N:15]=1 |f:2.3|. Procedure: 2-Chlorobenzoyl chloride (2.6 g) was dissolved in dioxan (90 ml) and 2-chlorobenzamidoxime (2.5 g) was added with stirring, followed by boron trifluoride etherate (0.2 ml). The solution was heated at reflux for 18 hours and was run down. The product was taken up in dichloromethane, and the solution was washed successively with saturated aqueous sodium bicarbonate, water, and saturated sodium chloride solution. It was then dried over magnesium sulphate, run down and recrystallised from ethanol to... The reactants are COC1=C(C=CC=C1)C1=NC2=CC=CC=C2C(N1)=O (2-(2′-Methoxyphenyl)-4-quinazolinone), NC1=C(C(=O)N)C=C(C=C1)F (2-Amino-5-fluorobenzamide), COC=1C=C(C=O)C=CC1 (3-methoxybenzaldehyde). Yields the product COC=1C=C(C=CC1)C1=NC2=CC=C(C=C2C(N1)=O)F (2-(3′-Methoxyphenyl)-6-fluoro-4-quinazolinone). Yield: 45.5%. RXN SMILES: COC1C=CC=CC=1C1NC(=O)C2C(=CC=CC=2)N=1.[NH2:20][C:21]1[CH:29]=[CH:28][C:27]([F:30])=[CH:26][C:22]=1[C:23]([NH2:25])=[O:24].[CH3:31][O:32][C:33]1[CH:34]=[C:35]([CH:38]=[CH:39][CH:40]=1)[CH:36]=O>>[CH3:31][O:32][C:33]1[CH:34]=[C:35]([C:36]2[NH:25][C:23](=[O:24])[C:22]3[C:21](=[CH:29][CH:28]=[C:27]([F:30])[CH:26]=3)[N:20]=2)[CH:38]=[CH:39][CH:40]=1. Reported procedure: According to the preparation of compound 42, 3 (1.0 g, 6.5 mmol) and 3-methoxybenzaldehyde (34) (0.9 g, 6.5 mmol) were used to afford 51 (0.8 g, 46.8%) as pale yellow needles. The reactants are COC(=O)c1ccnc(-c2ccc(O)c(C#N)c2)c1, CCCCP(CCCC)CCCC, C1CCOC1, CSCCCO, O=C(N=NC(=O)N1CCCCC1)N1CCCCC1. Product: COC(=O)c1ccnc(-c2ccc(OCCCSC)c(C#N)c2)c1. As a reaction SMILES: [C:7](#[N:8])[c:9]1[cH:10][c:11](-[c:16]2[cH:17][c:18]([C:19](=[O:20])[O:21][CH3:22])[cH:23][cH:24][n:25]2)[cH:12][cH:13][c:14]1[OH:15].[CH2:26]([P:27]([CH2:28][CH2:29][CH2:30][CH3:31])[CH2:32][CH2:33][CH2:34][CH3:35])[CH2:36][CH2:37][CH3:38].[CH2:57]1[O:58][CH2:59][CH2:60][CH2:61]1.[CH3:1][S:2][CH2:3][CH2:4][CH2:5][OH:6].[N:39]([C:40]([N:41]1[CH2:42][CH2:43][CH2:44][CH2:45][CH2:46]1)=[O:47])=[N:48][C:49]([N:50]1[CH2:51][CH2:52][CH2:53][CH2:54][CH2:55]1)=[O:56]>>[CH3:1][S:2][CH2:3][CH2:4][CH2:5][O:6][c:14]1[c:9]([C:7]#[N:8])[cH:10][c:11](-[c:16]2[cH:17][c:18]([C:19](=[O:20])[O:21][CH3:22])[cH:23][cH:24][n:25]2)[cH:12][cH:13]1. The reactants are C1=CC=CC=2NC3=C(CCC21)C=CC=C3 (10,11-Dihydro-5H-dibenz [b,f]azepine), CN1CCNCC1 (1-methylpiperazine), C=O (paraformaldehyde). Solvent: ClC(C)Cl (dichloroethane), C(C)(=O)O (acetic acid). Conditions: time 6 hour. Product: CN1CCN(CC1)CC1=CC2=C(NC3=C(CC2)C=CC=C3)C=C1 (2-(4-Methylpiperazino)methyl-10,11-dihydro-5H-dibenz[b,f]azepine). Isolated yield 91.0%. As a reaction SMILES: [CH:1]1[C:11]2[CH2:10][CH2:9][C:8]3[CH:12]=[CH:13][CH:14]=[CH:15][C:7]=3[NH:6][C:5]=2[CH:4]=[CH:3][CH:2]=1.[CH3:16][N:17]1[CH2:22][CH2:21][NH:20][CH2:19][CH2:18]1.[CH2:23]=O>ClC(Cl)C.C(O)(=O)C>[CH3:16][N:17]1[CH2:22][CH2:21][N:20]([CH2:23][C:2]2[CH:3]=[CH:4][C:5]3[NH:6][C:7]4[CH:15]=[CH:14][CH:13]=[CH:12][C:8]=4[CH2:9][CH2:10][C:11]=3[CH:1]=2)[CH2:19][CH2:18]1. Procedure details: 10,11-Dihydro-5H-dibenz [b,f]azepine (250 g) was suspended in a mixture of 600 ml of dichloroethane and 600 ml of acetic acid, and 155 ml of 1-methylpiperazine was added dropwise to the suspension. To the mixture was added 42 g of paraformaldehyde at 50° C. followed by stirring for 6 hours. The solvent was distilled off under reduced pressure and the residue was diluted with ethyl acetate. The solution was washed with a saturated aqueous solution of sodium chloride and dried over anhydrous magne...